From a dataset of the Open Reaction Database (ORD), a public repository of structured organic reaction records. describe an organic reaction: reactants, conditions, products, and yield Reactants: O=C(O)c1ccccc1Br, ClCCCl, CC(Cl)Cl, ClP(Cl)Cl. The product is O=C(Cl)c1ccccc1Br. RXN SMILES: [Br:1][c:2]1[c:3]([C:4](=[O:5])[OH:6])[cH:7][cH:8][cH:9][cH:10]1.[Cl:15][CH2:16][CH2:17][Cl:18].[Cl:19][CH:20]([Cl:21])[CH3:22].[P:11]([Cl:12])([Cl:13])[Cl:14]>>[Br:1][c:2]1[c:3]([C:4](=[O:5])[Cl:12])[cH:7][cH:8][cH:9][cH:10]1. The reactants are CC(=O)CO[Si](C)(C)C(C)(C)C, C1CCOC1, CC(C)(C)S(N)=O. Product: CC(CO[Si](C)(C)C(C)(C)C)=NS(=O)C(C)(C)C. Reaction SMILES: [C:1]([CH3:2])([CH3:3])([CH3:4])[Si:5]([O:6][CH2:7][C:8]([CH3:9])=[O:10])([CH3:11])[CH3:12].[CH2:20]1[O:21][CH2:22][CH2:23][CH2:24]1.[CH3:13][C:14]([CH3:15])([CH3:16])[S:17](=[O:18])[NH2:19]>>[C:1]([CH3:2])([CH3:3])([CH3:4])[Si:5]([O:6][CH2:7][C:8]([CH3:9])=[N:19][S:17]([C:14]([CH3:13])([CH3:15])[CH3:16])=[O:18])([CH3:11])[CH3:12]. The reactants are O (water), C(C)(C)(C)OC(=O)N1C2CNC(C1)C2 (2,5-diazabicyclo[2.2.1]heptane-2-carboxylic acid tert-butyl ester), C([O-])([O-])=O.[K+].[K+] (potassium carbonate), FC1=CC=C(C=C1)[N+](=O)[O-] (4-fluoronitrobenzene). Solvent: CN(C)C=O (DMF). Run at time 2 hour. Yields the product C(C)(C)(C)OC(=O)N1C2CN(C(C1)C2)C2=CC=C(C=C2)[N+](=O)[O-] (5-(4-Nitrophenyl)-2,5-diazabicyclo[2.2.1]heptane-2-carboxylic acid tert-butyl ester). As a reaction SMILES: [C:1]([O:5][C:6]([N:8]1[CH2:13][CH:12]2[CH2:14][CH:9]1[CH2:10][NH:11]2)=[O:7])([CH3:4])([CH3:3])[CH3:2].C(=O)([O-])[O-].[K+].[K+].F[C:22]1[CH:27]=[CH:26][C:25]([N+:28]([O-:30])=[O:29])=[CH:24][CH:23]=1.O>CN(C=O)C>[C:1]([O:5][C:6]([N:8]1[CH2:13][CH:12]2[CH2:14][CH:9]1[CH2:10][N:11]2[C:22]1[CH:27]=[CH:26][C:25]([N+:28]([O-:30])=[O:29])=[CH:24][CH:23]=1)=[O:7])([CH3:4])([CH3:2])[CH3:3] |f:1.2.3|. Reported procedure: A suspension of 2,5-diazabicyclo[2.2.1]heptane-2-carboxylic acid tert-butyl ester (400 mg) and potassium carbonate (300 mg) in DMF (5 ml) was mixed with 4-fluoronitrobenzene (290 mg). After 2 hours, the reaction mixture was poured into water, and the resulting precipitate was filtered off with suction. Alternatively, the product can also be extracted with ethyl acetate and purified after concentration by chromatography. The product with the molecular weight of 319.36 (C16H21N3O4); MS (ESI): 320 ... The product is CC=1NC(=C(C1C(C)C)C)C (2,4,5-trimethyl-3-isopropyl-pyrrole). Reactants: CC=1NC(=C(C1C(C)C)C)C(=O)OCC (2,4-Dimethyl-3-isopropyl-5-carbethoxy-pyrrole), C=O (paraformaldehyde). Reported procedure: 2,4-Dimethyl-3-isopropyl-5-carbethoxy-pyrrole was reductively alkylated with paraformaldehyde to yield 2,4,5-trimethyl-3-isopropyl-pyrrole. ##STR97## Reaction SMILES: [CH3:1][C:2]1[NH:3][C:4]([C:11](OCC)=O)=[C:5]([CH3:10])[C:6]=1[CH:7]([CH3:9])[CH3:8].C=O>>[CH3:1][C:2]1[NH:3][C:4]([CH3:11])=[C:5]([CH3:10])[C:6]=1[CH:7]([CH3:8])[CH3:9].